From a dataset of the Open Reaction Database (ORD), a public repository of structured organic reaction records. describe an organic reaction: reactants, conditions, products, and yield Reactants: P(=O)(Cl)(Cl)Cl (phosphorous oxychloride), CN1NC(=CC1=O)C1=CC=CC=C1 (1-methyl-3-phenylpyrazolin-5-one). Solvent: O (water). Run at time 30 hour. Yields the product ClC1=CC(=NN1C)C1=CC=CC=C1 (5-chloro-1-methyl-3 -phenylpyrazole). Isolated yield 66.4%. As a reaction SMILES: P(Cl)(Cl)([Cl:3])=O.[CH3:6][N:7]1[C:11](=O)[CH:10]=[C:9]([C:13]2[CH:18]=[CH:17][CH:16]=[CH:15][CH:14]=2)[NH:8]1>O>[Cl:3][C:11]1[N:7]([CH3:6])[N:8]=[C:9]([C:13]2[CH:18]=[CH:17][CH:16]=[CH:15][CH:14]=2)[CH:10]=1. Procedure: To a solution of phosphorous oxychloride (2,015 g, 19 moles) is added solid 1-methyl-3-phenylpyrazolin-5-one (2,073 g, 11.9 moles) with stirring and warming. At 100° C. the mixture becomes homogeneous. The reflux temperature rises from 119° C. to 143° C. over a period of 30 hours. After cooling the mixture is poured into ice and water (8 l) with stirring. After 4 hours the slurry is filtered and the filter cake added to 4 l of water containing 1.5 l of 10% sodium hydroxide solution with stirring... The solvent is CN(C1=CC=CC=C1)C (N,N-dimethyl-aniline). Product: N1(C)C(=O)N(C)C=2N=C(NC2C1=O)CCCC(=O)O (Theophylline 8-Butyric Acid). Reported procedure: A mixture of 31.3 g glutaric anhydride, 25 g 5.6-diamino-1,3-dimethyl uracil, and 300 ml N,N-dimethyl-aniline was heated under reflux for 4 hours. Upon cooling, the product crystallized from the dark, clear reaction mixture. The crystals were collected by filtration, washed with benzene, then with methanol, and dried affording 187 g light yellow solid. RXN SMILES: [C:1]1(=[O:8])[O:7][C:5](=O)[CH2:4][CH2:3][CH2:2]1.[NH2:9][C:10]1[C:11](=[O:20])[N:12]([CH3:19])[C:13](=[O:18])[N:14]([CH3:17])[C:15]=1[NH2:16]>CN(C)C1C=CC=CC=1>[N:12]1([C:11](=[O:20])[C:10]2[NH:9][C:5]([CH2:4][CH2:3][CH2:2][C:1]([OH:7])=[O:8])=[N:16][C:15]=2[N:14]([CH3:17])[C:13]1=[O:18])[CH3:19]. Starting materials: C1(CCCC(=O)O1)=O (glutaric anhydride), NC=1C(N(C(N(C1N)C)=O)C)=O (5.6-diamino-1,3-dimethyl uracil).